describe an organic reaction: reactants, conditions, products, and yield From a dataset of the Open Reaction Database (ORD), a public repository of structured organic reaction records. Starting materials: BrC1=CC2=C(SC=C2)C(=C1)C (5-bromo-7-methyl-benzo[b]thiophene), C1CC(=O)N(C1=O)Br (NBS). The reagents and catalysts are C(C1=CC=CC=C1)(=O)OOC(C1=CC=CC=C1)=O (benzoyl peroxide). Solvent: C(Cl)(Cl)(Cl)Cl (CCl4). Conditions: temperature 0 celsius. The product is BrC1=CC2=C(SC=C2)C(=C1)CBr (5-bromo-7-bromomethyl-benzo[b]thiophene). The yield is 51.1%. RXN SMILES: [Br:1][C:2]1[CH:10]=[C:9]([CH3:11])[C:5]2[S:6][CH:7]=[CH:8][C:4]=2[CH:3]=1.C1C(=O)N([Br:19])C(=O)C1>C(Cl)(Cl)(Cl)Cl.C(OOC(=O)C1C=CC=CC=1)(=O)C1C=CC=CC=1>[Br:1][C:2]1[CH:10]=[C:9]([CH2:11][Br:19])[C:5]2[S:6][CH:7]=[CH:8][C:4]=2[CH:3]=1. Procedure: The thiophene (10.16 g, 1.0 equiv), NBS (8.76 g, 1.1 equiv), and benzoyl peroxide (0.54 g, 0.05 equiv) were dissolved in CCl4, heated to reflux under UV irradiation for 2 hr and then cooled to 0° C. and filtered. The filtrate was evaporated. Repeated trituration with hexane gave 5-bromo-7-bromomethyl-benzo[b]thiophene (7.0 g). Concentration of the hexane gave an oil which was purified by column chromatography (SiO2, hexane) to give additional product (total yield 9.96 g, 86%). Reactants: C(C)OC(C(C(C)C1=CC=C(C=C1)O)OCC)=O (3-(4-Hydroxyphenyl)-2-ethoxybutanoic acid ethyl ester), CS(=O)(=O)OC1=CC=C(C=C1)CCCS(=O)(=O)[O-] (2-(4-methanesulfonyloxyphenyl)ethylmethanesulfonate). The product is C(C)OC(C(C(C)C1=CC=C(C=C1)OCCC1=CC=C(C=C1)OS(=O)(=O)C)OCC)=O (2-ethoxy-3-{4-[2-(4-methanesulfonyloxyphenyl)ethoxy]-phenyl}butanoic acid ethyl ester). Reaction SMILES: [CH2:1]([O:3][C:4](=[O:18])[CH:5]([O:15][CH2:16][CH3:17])[CH:6]([C:8]1[CH:13]=[CH:12][C:11]([OH:14])=[CH:10][CH:9]=1)[CH3:7])[CH3:2].[CH3:19][S:20]([O:23][C:24]1[CH:29]=[CH:28][C:27]([CH2:30][CH2:31]CS([O-])(=O)=O)=[CH:26][CH:25]=1)(=[O:22])=[O:21]>>[CH2:1]([O:3][C:4](=[O:18])[CH:5]([O:15][CH2:16][CH3:17])[CH:6]([C:8]1[CH:9]=[CH:10][C:11]([O:14][CH2:31][CH2:30][C:27]2[CH:26]=[CH:25][C:24]([O:23][S:20]([CH3:19])(=[O:21])=[O:22])=[CH:29][CH:28]=2)=[CH:12][CH:13]=1)[CH3:7])[CH3:2]. Procedure: 3-(4-Hydroxyphenyl)-2-ethoxybutanoic acid ethyl ester was alkylated with 2-(4-methanesulfonyloxyphenyl)ethylmethanesulfonate (described in Example 1a) using the same method as in Example 1(b) to give 2-ethoxy-3-{4-[2-(4-methanesulfonyloxyphenyl)ethoxy]-phenyl}butanoic acid ethyl ester as a diastereomeric mixture. Starting materials: C(CCC)[Li] (n-Butyllithium), solution, BrC1=CC=C(C=C1)OC (4-bromoanisole), BrC=1C=C2C=CC(=NC2=C(C1)C)OC (6-bromo-2-methoxy-8-methylquinoline). The reagents and catalysts are [Cl-].[Zn+2].[Cl-] (zinc chloride), C=1C=CC(=CC1)[P](C=2C=CC=CC2)(C=3C=CC=CC3)[Pd]([P](C=4C=CC=CC4)(C=5C=CC=CC5)C=6C=CC=CC6)([P](C=7C=CC=CC7)(C=8C=CC=CC8)C=9C=CC=CC9)[P](C=1C=CC=CC1)(C=1C=CC=CC1)C=1C=CC=CC1 (tetrakis(triphenylphosphine)palladium). Run in C1CCOC1 (THF), CCCCCC (n-hexane), C1CCOC1 (THF). Product: COC1=NC2=C(C=C(C=C2C=C1)C1=CC=C(C=C1)OC)C (2-Methoxy-8-methyl-6-[4-methoxyphenyl]quinoline). Reaction SMILES: C([Li])CCC.Br[C:7]1[CH:12]=[CH:11][C:10]([O:13][CH3:14])=[CH:9][CH:8]=1.Br[C:16]1[CH:17]=[C:18]2[C:23](=[C:24]([CH3:26])[CH:25]=1)[N:22]=[C:21]([O:27][CH3:28])[CH:20]=[CH:19]2>CCCCCC.C1COCC1.[Cl-].[Zn+2].[Cl-].C1C=CC([P]([Pd]([P](C2C=CC=CC=2)(C2C=CC=CC=2)C2C=CC=CC=2)([P](C2C=CC=CC=2)(C2C=CC=CC=2)C2C=CC=CC=2)[P](C2C=CC=CC=2)(C2C=CC=CC=2)C2C=CC=CC=2)(C2C=CC=CC=2)C2C=CC=CC=2)=CC=1>[CH3:28][O:27][C:21]1[CH:20]=[CH:19][C:18]2[C:23](=[C:24]([CH3:26])[CH:25]=[C:16]([C:7]3[CH:12]=[CH:11][C:10]([O:13][CH3:14])=[CH:9][CH:8]=3)[CH:17]=2)[N:22]=1 |f:5.6.7,^1:46,48,67,86|. Reported procedure: n-Butyllithium (33.3 cm3 of a 1.5M solution in n-hexane) was added dropwise at -70° to a stirred solution of 4-bromoanisole (6.26 cm3) in THF (70 cm3) under nitrogen. After ten minutes, a solution of anhydrous zinc chloride (6.814 g) in THF (50 cm3) was added and the mixture was allowed to warm to room temperature over 0.5 hour. A mixture of 6-bromo-2-methoxy-8-methylquinoline (12.8 g) and tetrakis(triphenylphosphine)palladium (0) (0.5 g) was added and the mixture heated under reflux for 2 hours... Starting materials: C1(=CC=CC=C1)C=1SC=C(N1)COC=1C=C(C=CC1)CC#N (3-(2-phenyl-4-thiazolylmethoxy)benzenacetonitrile), [N-]=[N+]=[N-].[Na+] (sodium azide), [Cl-].[NH4+] (ammonium chloride), C(C)(=O)OCC.CCCCCC (ethyl acetate hexane). Solvent: CN(C=O)C (dimethylformamide), O (water). Run at temperature 135 celsius. Yields the product C1(=CC=CC=C1)C=1SC=C(N1)COC=1C=C(C=CC1)CC1=NN=NN1 (5-[[3-(2-Phenyl-4-thiazolylmethoxy)phenyl]methyl]-1H-tetrazole). Isolated yield 28.6%. Reaction SMILES: [C:1]1([C:7]2[S:8][CH:9]=[C:10]([CH2:12][O:13][C:14]3[CH:15]=[C:16]([CH2:20][C:21]#[N:22])[CH:17]=[CH:18][CH:19]=3)[N:11]=2)[CH:6]=[CH:5][CH:4]=[CH:3][CH:2]=1.[N-:23]=[N+:24]=[N-:25].[Na+].[Cl-].[NH4+].C(OCC)(=O)C.CCCCCC>CN(C)C=O.O>[C:1]1([C:7]2[S:8][CH:9]=[C:10]([CH2:12][O:13][C:14]3[CH:15]=[C:16]([CH2:20][C:21]4[NH:25][N:24]=[N:23][N:22]=4)[CH:17]=[CH:18][CH:19]=3)[N:11]=2)[CH:2]=[CH:3][CH:4]=[CH:5][CH:6]=1 |f:1.2,3.4,5.6|. Procedure: To a solution of 9.0 g (0.03 mol) of 3-(2-phenyl-4-thiazolylmethoxy)benzenacetonitrile in 200 ml of dimethylformamide are added 9.5 g (0.15 mol) of sodium azide and 7.9 g (0.15 mol) of ammonium chloride, and the slurry is heated to 135° C. for 72 hours. The mixture is allowed to cool to room temperature, diluted with 200 ml of water, and extracted four times with 200 ml of ethyl acetate. The combined ethyl acetate solution is washed with brine, dried over anhydrous magnesium sulfate, and concent... Reactants: 500, 4, C1COCCN1CCS(=O)(=O)O.CCCCCCCCCCCCOS(=O)(=O)[O-].[Na+] (MES SDS), C(CO)N(CCO)C(CO)(CO)CO (BisTris). Run in O (water). Conditions: temperature 95 celsius. Product: CCCCCCCCCCCCOS(=O)(=O)[O-].[Na+] (SDS). Reaction SMILES: C(N(C(CO)(CO)CO)CCO)CO.C1N(CCS(O)(=O)=O)CCOC1.[CH3:27][CH2:28][CH2:29][CH2:30][CH2:31][CH2:32][CH2:33][CH2:34][CH2:35][CH2:36][CH2:37][CH2:38][O:39][S:40]([O-:43])(=[O:42])=[O:41].[Na+:44]>O>[CH3:27][CH2:28][CH2:29][CH2:30][CH2:31][CH2:32][CH2:33][CH2:34][CH2:35][CH2:36][CH2:37][CH2:38][O:39][S:40]([O-:43])(=[O:42])=[O:41].[Na+:44] |f:1.2.3,5.6|. Procedure: Samples were diluted to 1 mg/ml with the relevant buffer and 16.71a1 added to 12.5 μl of 4×LDS sample buffer (Invitrogen), 15.8 μl of Milli-Q water and 5 μl reducing agent (Invitrogen). The samples were heated at 95° C. for one minute and then placed on ice. 15 μl of each sample was loaded onto a 4-12% BisTris gel (Invitrogen) in a tank containing 1×MES SDS running buffer and the gel run for 35 minutes at a constant current of 500 mA. After electrophoresis the gel was removed from its casing, ri... Starting materials: Cl.NO (Hydroxylamine hydrochloride), C(=O)O (formic acid), NC=1SC(=CN1)C=O (2-amino-5-formylthiazole), C(=O)[O-].[Na+] (sodium formate). Run in CO.C(Cl)(Cl)Cl (CH3OH CHCl3). Yields the product C(#N)C1=CN=C(S1)NC=O (5-cyano-2-formamidothiazole). Isolated yield 60.4%. Reaction SMILES: Cl.[NH2:2]O.[NH2:4][C:5]1[S:6][C:7]([CH:10]=O)=[CH:8][N:9]=1.[CH:12]([O-:14])=O.[Na+].C(O)=O>CO.C(Cl)(Cl)Cl>[C:10]([C:7]1[S:6][C:5]([NH:4][CH:12]=[O:14])=[N:9][CH:8]=1)#[N:2] |f:0.1,3.4,6.7|. Procedure: Hydroxylamine hydrochloride (24.0 g, 0.30 m+15% molar excess), crude 2-amino-5-formylthiazole (38.4 g, 0.30 m), and sodium formate (37.5 g, 0.55 m) are combined in 450 ml of 97% (commercial) formic acid. The mixture is heated on a steam bath until TLC (10% CH3OH/CHCl3) shows only a single product spot (about 7-8 hr.). The reaction mixture is filtered hot and the filtrate condensed under reduced pressure. The residue is triturated in ice water, the solid collected by filtration, washed with water... Starting materials: C(#N)C=1C=C(C(=O)OC)C=CC1O (Methyl 3-cyano-4-hydroxybenzoate), ClN1C(CCC1=O)=O (N-chlorosuccinimide), Cl.C(C)(=O)OCC (hydrochloric acid ethyl acetate). The solvent is C(Cl)(Cl)Cl (chloroform), CO (methanol). Reaction conditions: time 1 hour. The product is ClC=1C=C(C(=O)OC)C=C(C1O)C#N (methyl 3-chloro-5-cyano-4-hydroxybenzoate). The yield is 53.2%. RXN SMILES: [C:1]([C:3]1[CH:4]=[C:5]([CH:10]=[CH:11][C:12]=1[OH:13])[C:6]([O:8][CH3:9])=[O:7])#[N:2].[Cl:14]N1C(=O)CCC1=O.Cl.C(OCC)(=O)C>C(Cl)(Cl)Cl.CO>[Cl:14][C:11]1[CH:10]=[C:5]([CH:4]=[C:3]([C:1]#[N:2])[C:12]=1[OH:13])[C:6]([O:8][CH3:9])=[O:7] |f:2.3|. Procedure: Methyl 3-cyano-4-hydroxybenzoate (2.00 g) was dissolved in chloroform (15 mL) and methanol (5 mL), and N-chlorosuccinimide (3.62 g) and 4N hydrochloric acid-ethyl acetate (6.8 mL) were added to the solution, and then the mixture was stirred at room temperature for 1 hour. The solvent was distilled off under reduced pressure and a mixture of methanol and water in a mixing ratio of 9:1 was added, and then the precipitated crystal was washed with water and isopropyl alcohol to obtain the title comp... Reactants: CCn1nnc(C2OC(n3cnc4c(NC5CCC(N)CC5)nc(Cl)nc43)C(OC(C)=O)C2OC(C)=O)n1, CCN(C(C)C)C(C)C, CC(C)O, Clc1nc(Cl)c2ncn(C3CCCCO3)c2n1. Product: CCn1nnc(C2OC(n3cnc4c(NC5CCC(Nc6nc(Cl)nc7c6ncn7C6CCCCO6)CC5)nc(Cl)nc43)C(OC(C)=O)C2OC(C)=O)n1. RXN SMILES: [C:1]([CH3:2])(=[O:3])[O:4][CH:5]1[CH:6]([n:21]2[c:22]3[n:23][c:24]([Cl:38])[n:25][c:26]([NH:30][CH:31]4[CH2:32][CH2:33][CH:34]([NH2:37])[CH2:35][CH2:36]4)[c:27]3[n:28][cH:29]2)[O:7][CH:8]([c:14]2[n:15][n:16][n:17]([CH2:19][CH3:20])[n:18]2)[CH:9]1[O:10][C:11]([CH3:12])=[O:13].[CH:39]([N:40]([CH2:41][CH3:42])[CH:43]([CH3:44])[CH3:45])([CH3:46])[CH3:47].[CH:65]([OH:66])([CH3:67])[CH3:68].[Cl:48][c:49]1[n:50][c:51]([Cl:64])[c:52]2[n:53][cH:54][n:55]([CH:58]3[O:59][CH2:60][CH2:61][CH2:62][CH2:63]3)[c:56]2[n:57]1>>[C:1]([CH3:2])(=[O:3])[O:4][CH:5]1[CH:6]([n:21]2[c:22]3[n:23][c:24]([Cl:38])[n:25][c:26]([NH:30][CH:31]4[CH2:32][CH2:33][CH:34]([NH:37][c:51]5[n:50][c:49]([Cl:48])[n:57][c:56]6[c:52]5[n:53][cH:54][n:55]6[CH:58]5[O:59][CH2:60][CH2:61][CH2:62][CH2:63]5)[CH2:35][CH2:36]4)[c:27]3[n:28][cH:29]2)[O:7][CH:8]([c:14]2[n:15][n:16][n:17]([CH2:19][CH3:20])[n:18]2)[CH:9]1[O:10][C:11]([CH3:12])=[O:13]. Reactants: CC=1C=C2C3(OC4=C(N2C1)C=CC=C4)CCN(CC3)C(=O)OC(C)(C)C (tert-butyl 2′-methylspiro[piperidine-4,4′-pyrrolo[2,1-c][1,4]benzoxazine]-1-carboxy late), Cl (hydrogen chloride), O1CCOCC1 (1,4-dioxane). Conditions: time 1 hour. Yields the product CC=1C=C2C3(OC4=C(N2C1)C=CC=C4)CCNCC3 (2′-methylspiro[piperidine-4,4′-pyrrolo[2,1-c][1,4]benzoxazine]). As a reaction SMILES: [CH3:1][C:2]1[CH:3]=[C:4]2[N:9]([CH:10]=1)[C:8]1[CH:11]=[CH:12][CH:13]=[CH:14][C:7]=1[O:6][C:5]12[CH2:19][CH2:18][N:17](C(OC(C)(C)C)=O)[CH2:16][CH2:15]1.Cl.O1CCOCC1>>[CH3:1][C:2]1[CH:3]=[C:4]2[N:9]([CH:10]=1)[C:8]1[CH:11]=[CH:12][CH:13]=[CH:14][C:7]=1[O:6][C:5]12[CH2:19][CH2:18][NH:17][CH2:16][CH2:15]1. Reported procedure: To tert-butyl 2′-methylspiro[piperidine-4,4′-pyrrolo[2,1-c][1,4]benzoxazine]-1-carboxy late (second eluting fraction from step 2) (0.40 g, 1.1 mmol) was added hydrogen chloride in 1,4-dioxane (2.8 mL of 4.0 M, 11 mmol) and the mixture stirred 1 h, then filtered and rinsed with 1:1 ether/isopropanol to give 2′-methylspiro[piperidine-4,4′-pyrrolo[2,1-c][1,4]benzoxazine] as a pink solid. ESI-MS m/z calc. 254.3. found 255.3 (M+1)+; Retention time: 1.16 minutes (3 min run).